Dataset: the Open Reaction Database (ORD), a public repository of structured organic reaction records. Task: describe an organic reaction: reactants, conditions, products, and yield Reactants: COC1=CC2=C(SC(=C2OC2=CC=C(C=C2)OC)/C=C(/C(=O)OCC)\C2=CC=NC=C2)C=C1OC (Ethyl (E)-3-[5,6-dimethoxy-3-(4-methoxyphenoxy)benzo[b]thiophen-2-yl]-2-(4-pyridinyl)-2-propenoate), [OH-].[Na+] (sodium hydroxide). Solvent: C(C)O (ethanol). Product: COC1=CC2=C(SC(=C2OC2=CC=C(C=C2)OC)/C=C(/C(=O)O)\C2=CC=NC=C2)C=C1OC ((E)-3-[5,6Dimethoxy-3-(4-methoxyphenoxy)benzo[b]thiophen-2-yl]-2-(4-pyridinyl)-2-propenoic acid). RXN SMILES: [CH3:1][O:2][C:3]1[C:33]([O:34][CH3:35])=[CH:32][C:6]2[S:7][C:8](/[CH:19]=[C:20](\[C:26]3[CH:31]=[CH:30][N:29]=[CH:28][CH:27]=3)/[C:21]([O:23]CC)=[O:22])=[C:9]([O:10][C:11]3[CH:16]=[CH:15][C:14]([O:17][CH3:18])=[CH:13][CH:12]=3)[C:5]=2[CH:4]=1.[OH-].[Na+]>C(O)C>[CH3:1][O:2][C:3]1[C:33]([O:34][CH3:35])=[CH:32][C:6]2[S:7][C:8](/[CH:19]=[C:20](\[C:26]3[CH:27]=[CH:28][N:29]=[CH:30][CH:31]=3)/[C:21]([OH:23])=[O:22])=[C:9]([O:10][C:11]3[CH:12]=[CH:13][C:14]([O:17][CH3:18])=[CH:15][CH:16]=3)[C:5]=2[CH:4]=1 |f:1.2|. Procedure: A solution containing 3 mmol of the product of Example 1, 6 ml of an aqueous 1N sodium hydroxide solution and 20 ml of ethanol is refluxed for 2 hours. After returning to room temperature, the reaction mixture is concentrated under reduced pressure and the residue is then diluted in water and subsequently taken up in diethyl ether. The organic phase is then rendered acidic by the addition of 6 ml of a 1N HCl solution. A precipitate forms, which is filtered, rinsed with water and then dried under... Product: O=C(Nc1cccc(-c2ccc3cc[nH]c3c2)c1)C1CCCN1C(=O)OCc1ccccc1. The reactants are Brc1ccc2cc[nH]c2c1, CC1(C)OB(c2cccc(NC(=O)C3CCCN3C(=O)OCc3ccccc3)c2)OC1(C)C, CO, [Na+], O=C([O-])O, CN(C)C=O. As a reaction SMILES: [Br:34][c:35]1[cH:36][cH:37][c:38]2[cH:39][cH:40][nH:41][c:42]2[cH:43]1.[CH2:1]([c:2]1[cH:3][cH:4][cH:5][cH:6][cH:7]1)[O:8][C:9](=[O:10])[N:11]1[CH:12]([C:16]([NH:17][c:18]2[cH:19][c:20]([B:24]3[O:25][C:26]([CH3:27])([CH3:28])[C:29]([CH3:30])([CH3:31])[O:32]3)[cH:21][cH:22][cH:23]2)=[O:33])[CH2:13][CH2:14][CH2:15]1.[CH3:54][OH:55].[Na+:48].[O-:44][C:45]([OH:46])=[O:47].[O:49]=[CH:50][N:51]([CH3:52])[CH3:53]>>[CH2:1]([c:2]1[cH:3][cH:4][cH:5][cH:6][cH:7]1)[O:8][C:9](=[O:10])[N:11]1[CH:12]([C:16]([NH:17][c:18]2[cH:19][c:20](-[c:35]3[cH:36][cH:37][c:38]4[cH:39][cH:40][nH:41][c:42]4[cH:43]3)[cH:21][cH:22][cH:23]2)=[O:33])[CH2:13][CH2:14][CH2:15]1. Starting materials: CC1(C)COC(c2cc(Br)c(Br)o2)=N1, CC(C)NC(C)C, CC(C)SC(C)C, Cl, [Li], C1CCOC1. The product is CC(C)Sc1c(C2=NC(C)(C)CO2)oc(Br)c1Br. As a reaction SMILES: [Br:1][c:2]1[cH:3][c:4]([C:8]2=[N:12][C:11]([CH3:13])([CH3:14])[CH2:10][O:9]2)[o:5][c:6]1[Br:7].[CH:15]([NH:16][CH:17]([CH3:18])[CH3:19])([CH3:20])[CH3:21].[CH:23]([CH3:24])([CH3:25])[S:26][CH:27]([CH3:28])[CH3:29].[ClH:30].[Li:22].[O:31]1[CH2:32][CH2:33][CH2:34][CH2:35]1>>[Br:1][c:2]1[c:3]([S:26][CH:23]([CH3:24])[CH3:25])[c:4]([C:8]2=[N:12][C:11]([CH3:13])([CH3:14])[CH2:10][O:9]2)[o:5][c:6]1[Br:7]. Reactants: C(C)OP(=O)(OCC)C1SCCCS1 (2-diethoxyphosphoryl-1,3-dithiane), COC=1C=C(C=O)C=CC1OC (3,4-dimethoxybenzaldehyde), [OH-].[Na+] (sodium hydroxide), aqueous solution. Reagents/catalysts: [Cl-].C(C)[N+](CC1=CC=CC=C1)(CC)CC (triethylbenzylammonium chloride). Solvent: ClCCl (dichloromethane), ClCCl (dichloromethane). Conditions: time 24 hour. Product: S1C(SCC1)=CC1=CC(=C(C=C1)OC)OC ((1,3-dithiolan-2-ylidene)-(3,4-dimethoxyphenyl)-methane). Reaction SMILES: C(OP([CH:9]1[S:14][CH2:13][CH2:12]C[S:10]1)(OCC)=O)C.[CH3:15][O:16][C:17]1[CH:18]=[C:19]([CH:22]=[CH:23][C:24]=1[O:25][CH3:26])[CH:20]=O.[OH-].[Na+]>ClCCl.[Cl-].C([N+](CC)(CC)CC1C=CC=CC=1)C>[S:14]1[CH2:13][CH2:12][S:10][C:9]1=[CH:20][C:19]1[CH:22]=[CH:23][C:24]([O:25][CH3:26])=[C:17]([O:16][CH3:15])[CH:18]=1 |f:2.3,5.6|. Procedure: A solution of 2-diethoxyphosphoryl-1,3-dithiane (23.4 g) and 3,4-dimethoxybenzaldehyde (16.0 g) in dichloromethane (70 ml) is added to a mixture of dichloromethane (85 ml), a 50% aqueous solution of sodium hydroxide (170 ml) and triethylbenzylammonium chloride (1.4 g). The mixture is stirred for 24 hours at room temperature. The two phases are then separated. The aqueous solution is extracted with dichloromethane (100 ml) and the combined organic solutions are washed with a 10% aqueous solution ... Reported procedure: From (7-methoxy-4-morpholin-4-yl-thiazolo[5,4-c]pyridin-2-yl)-carbamic acid phenyl ester with 4-methyl-piperidin-4-ol in dichloroethane and tetrahydrofuran. ES-MS m/e (%): 408 (M+H+, 100). Run in O1CCCC1 (tetrahydrofuran), ClC(C)Cl (dichloroethane). Reaction SMILES: C1(O[C:8](=[O:27])[NH:9][C:10]2[S:11][C:12]3[C:13]([N:21]4[CH2:26][CH2:25][O:24][CH2:23][CH2:22]4)=[N:14][CH:15]=[C:16]([O:19][CH3:20])[C:17]=3[N:18]=2)C=CC=CC=1.[CH3:28][C:29]1([OH:35])[CH2:34][CH2:33][NH:32][CH2:31][CH2:30]1>ClC(Cl)C.O1CCCC1>[CH3:20][O:19][C:16]1[C:17]2[N:18]=[C:10]([NH:9][C:8]([N:32]3[CH2:33][CH2:34][C:29]([OH:35])([CH3:28])[CH2:30][CH2:31]3)=[O:27])[S:11][C:12]=2[C:13]([N:21]2[CH2:22][CH2:23][O:24][CH2:25][CH2:26]2)=[N:14][CH:15]=1. Product: COC=1C2=C(C(=NC1)N1CCOCC1)SC(=N2)NC(=O)N2CCC(CC2)(C)O (4-Hydroxy-4-methyl-piperidine-1-carboxylic acid (7-methoxy-4-morpholin-4-yl-thiazolo[5,4-c]pyridin-2-yl)-amide). Starting materials: C1(=CC=CC=C1)OC(NC=1SC=2C(=NC=C(C2N1)OC)N1CCOCC1)=O ((7-methoxy-4-morpholin-4-yl-thiazolo[5,4-c]pyridin-2-yl)-carbamic acid phenyl ester), CC1(CCNCC1)O (4-methyl-piperidin-4-ol). The reactants are ClC1=CC=C(C=C1)C1(CCC1)C(CNC(OC(C)(C)C)=O)C1=CC(=CC=C1)CN(S(=O)(=O)CCC)C (tert-Butyl {2-[1-(4-chlorophenyl)cyclobutyl]-2-(3-{[methyl(propylsulfonyl)amino]methyl}phenyl)ethyl}carbamate), Cl (hydrochloric acid). The solvent is C(C)(C)O (isopropanol). Yields the product Cl.NCC(C1(CCC1)C1=CC=C(C=C1)Cl)C=1C=C(CN(S(=O)(=O)CCC)C)C=CC1 (N-(3-{2-Amino-1-[1-(4-chlorophenyl)cyclobutyl]ethyl}benzyl)-N-methylpropane-1-sulfonamide hydrochloride). RXN SMILES: [Cl:1][C:2]1[CH:7]=[CH:6][C:5]([C:8]2([CH:12]([C:22]3[CH:27]=[CH:26][CH:25]=[C:24]([CH2:28][N:29]([CH3:36])[S:30]([CH2:33][CH2:34][CH3:35])(=[O:32])=[O:31])[CH:23]=3)[CH2:13][NH:14]C(=O)OC(C)(C)C)[CH2:11][CH2:10][CH2:9]2)=[CH:4][CH:3]=1.Cl>C(O)(C)C>[ClH:1].[NH2:14][CH2:13][CH:12]([C:22]1[CH:23]=[C:24]([CH:25]=[CH:26][CH:27]=1)[CH2:28][N:29]([CH3:36])[S:30]([CH2:33][CH2:34][CH3:35])(=[O:32])=[O:31])[C:8]1([C:5]2[CH:4]=[CH:3][C:2]([Cl:1])=[CH:7][CH:6]=2)[CH2:9][CH2:10][CH2:11]1 |f:3.4|. Procedure: tert-Butyl {2-[1-(4-chlorophenyl)cyclobutyl]-2-(3-{[methyl(propylsulfonyl)amino]methyl}phenyl)ethyl}carbamate (20.9 mg, 0.039 mmol) was treated with hydrochloric acid in isopropanol (5 M, 1 ml) at room temperature. The solvent was evaporated in vacuo. Water (1 ml) was added and the product was freeze-dried. Yield: 16 mg (0.034 mmol, 87%) Reactants: ClC1=CC=NC=C1 (4-chloropyridine), [OH-].[Na+] (sodium hydroxide), C(C)(C)NC(C)C (diisopropylamine), C(CCC)[Li].CCCCCC (n-butyllithium n-hexane), C(=O)=O.CC(=O)C (dry ice acetone). The solvent is C(=O)=O (dry ice), O1CCCC1 (tetrahydrofuran), O1CCCC1 (tetrahydrofuran). Reaction conditions: time 30 minute. Yields the product Cl.ClC1=CC=NC=C1C(=O)O (4-chloronicotinic acid hydrochloride). RXN SMILES: C(NC(C)C)(C)C.C([Li])CCC.CCCCCC.[C:19](=[O:21])=[O:20].CC(C)=O.[Cl:26][C:27]1[CH:32]=[CH:31][N:30]=[CH:29][CH:28]=1.[OH-].[Na+]>O1CCCC1.C(=O)=O>[ClH:26].[Cl:26][C:27]1[C:32]([C:19]([OH:21])=[O:20])=[CH:31][N:30]=[CH:29][CH:28]=1 |f:1.2,3.4,6.7,10.11|. Procedure details: To a solution of diisopropylamine (20.0 g) in tetrahydrofuran (200 ml) is added dropwise 1.6 M n-butyllithium/n-hexane solution under ice-cooling. The mixture is then stirred for 30 minutes under the same cooling conditions. The reaction mixture is cooled with dry ice-acetone, and thereto is added dropwise a solution of 4-chloropyridine (20.4 g) in tetrahydrofuran (100 ml). The mixture is then stirred for 20 minutes under the same cooling conditions. The resulting reaction solution is poured in ... The product is CCCc1cc(-c2ccc(OC)c(OC)c2)nc(C#N)n1. RXN SMILES: [C:13](=[O:14])([O-:15])[O-:16].[CH3:19][O:20][c:21]1[cH:22][c:23]([B:29]([OH:30])[OH:31])[cH:24][cH:25][c:26]1[O:27][CH3:28].[CH3:33][c:34]1[cH:35][cH:36][cH:37][cH:38][cH:39]1.[I:1][c:2]1[n:3][c:4]([C:11]#[N:12])[n:5][c:6]([CH2:8][CH2:9][CH3:10])[cH:7]1.[K+:17].[K+:18].[OH2:32].[Pd:40].[c:41]1([P:42]([c:43]2[cH:44][cH:45][cH:46][cH:47][cH:48]2)[c:49]2[cH:50][cH:51][cH:52][cH:53][cH:54]2)[cH:55][cH:56][cH:57][cH:58][cH:59]1.[c:60]1([P:61]([c:62]2[cH:63][cH:64][cH:65][cH:66][cH:67]2)[c:68]2[cH:69][cH:70][cH:71][cH:72][cH:73]2)[cH:74][cH:75][cH:76][cH:77][cH:78]1.[c:79]1([P:80]([c:81]2[cH:82][cH:83][cH:84][cH:85][cH:86]2)[c:87]2[cH:88][cH:89][cH:90][cH:91][cH:92]2)[cH:93][cH:94][cH:95][cH:96][cH:97]1.[c:98]1([P:99]([c:100]2[cH:101][cH:102][cH:103][cH:104][cH:105]2)[c:106]2[cH:107][cH:108][cH:109][cH:110][cH:111]2)[cH:112][cH:113][cH:114][cH:115][cH:116]1>>[c:2]1(-[c:23]2[cH:22][c:21]([O:20][CH3:19])[c:26]([O:27][CH3:28])[cH:25][cH:24]2)[n:3][c:4]([C:11]#[N:12])[n:5][c:6]([CH2:8][CH2:9][CH3:10])[cH:7]1. Reactants: O=C([O-])[O-], COc1ccc(B(O)O)cc1OC, Cc1ccccc1, CCCc1cc(I)nc(C#N)n1, [K+], [K+], O, [Pd], c1ccc(P(c2ccccc2)c2ccccc2)cc1, c1ccc(P(c2ccccc2)c2ccccc2)cc1, c1ccc(P(c2ccccc2)c2ccccc2)cc1, c1ccc(P(c2ccccc2)c2ccccc2)cc1. The product is CCOC(=O)c1ccc(-c2n[nH]c(C)c2Cl)cn1. Starting materials: CCOC(=O)c1ccc(-c2cc(C)[nH]n2)cn1, O=C1CCC(=O)N1Cl. Reaction SMILES: [CH2:1]([CH3:2])[O:3][C:4](=[O:5])[c:6]1[n:7][cH:8][c:9](-[c:12]2[n:13][nH:14][c:15]([CH3:17])[cH:16]2)[cH:10][cH:11]1.[Cl:18][N:19]1[C:20](=[O:21])[CH2:22][CH2:23][C:24]1=[O:25]>>[CH2:1]([CH3:2])[O:3][C:4](=[O:5])[c:6]1[n:7][cH:8][c:9](-[c:12]2[n:13][nH:14][c:15]([CH3:17])[c:16]2[Cl:18])[cH:10][cH:11]1. The reactants are CS(C)=O, CCOC(C)=O, N#C[Na], CN(C)Cc1c[nH]c2ccccc12. The product is N#CCc1c[nH]c2ccccc12. Reaction SMILES: [CH3:17][S:18](=[O:19])[CH3:20].[CH3:21][CH2:22][O:23][C:24](=[O:25])[CH3:26].[Na:14][C:15]#[N:16].[nH:1]1[cH:2][c:3]([CH2:10][N:11]([CH3:12])[CH3:13])[c:4]2[cH:5][cH:6][cH:7][cH:8][c:9]12>>[nH:1]1[cH:2][c:3]([CH2:10][C:15]#[N:16])[c:4]2[cH:5][cH:6][cH:7][cH:8][c:9]12.